Dataset: the Open Reaction Database (ORD), a public repository of structured organic reaction records. Task: describe an organic reaction: reactants, conditions, products, and yield Starting materials: COC1=CC=C(CNC2=CC(N(C(=N2)CCC)C2=CC=C(C=C2)OCC(F)(F)F)=O)C=C1 (6-[(4-methoxybenzyl)amino]-2-propyl-3-[4-(2,2,2-trifluoroethoxy)phenyl]pyrimidin-4(3H)-one). The solvent is FC(C(=O)O)(F)F (trifluoroacetic acid). The product is NC1=CC(N(C(=N1)CCC)C1=CC=C(C=C1)OCC(F)(F)F)=O (6-amino-2-propyl-3-[4-(2,2,2-trifluoroethoxy)phenyl]pyrimidin-4(3H)-one). The yield is 92.3%. RXN SMILES: COC1C=CC(C[NH:8][C:9]2[N:14]=[C:13]([CH2:15][CH2:16][CH3:17])[N:12]([C:18]3[CH:23]=[CH:22][C:21]([O:24][CH2:25][C:26]([F:29])([F:28])[F:27])=[CH:20][CH:19]=3)[C:11](=[O:30])[CH:10]=2)=CC=1>FC(F)(F)C(O)=O>[NH2:8][C:9]1[N:14]=[C:13]([CH2:15][CH2:16][CH3:17])[N:12]([C:18]2[CH:19]=[CH:20][C:21]([O:24][CH2:25][C:26]([F:29])([F:27])[F:28])=[CH:22][CH:23]=2)[C:11](=[O:30])[CH:10]=1. Procedure: A solution (3 mL) of 6-[(4-methoxybenzyl)amino]-2-propyl-3-[4-(2,2,2-trifluoroethoxy)phenyl]pyrimidin-4(3H)-one (400 mg) in trifluoroacetic acid was stirred with microwave irradiation at 100° C. for 30 min. The reaction mixture was concentrated under reduced pressure, and the residue was subjected to aminopropylsilane-bonded silica gel column chromatography (ethyl acetate/hexane) to give the title compound (270 mg) as a solid. Reactants: C1(=CC=CC=C1)P(C1=CC=CC=C1)C1=CC=CC=C1 (triphenylphosphine), N1=CC=CC=C1 (pyridine), C1CC(=O)N(C1=O)Br (NBS), FC(CNC(OC(C)(C)C)=O)CO (tert-butyl 2-fluoro-3-hydroxypropylcarbamate). Run in ClCCl (dichloromethane), ClCCl (dichloromethane), ClCCl (dichloromethane). Conditions: time 10 minute. Yields the product BrCC(CNC(OC(C)(C)C)=O)F (tert-butyl 3-bromo-2-fluoropropylcarbamate). As a reaction SMILES: C1C(=O)N([Br:8])C(=O)C1.C1(P(C2C=CC=CC=2)C2C=CC=CC=2)C=CC=CC=1.[F:28][CH:29]([CH2:39]O)[CH2:30][NH:31][C:32](=[O:38])[O:33][C:34]([CH3:37])([CH3:36])[CH3:35].N1C=CC=CC=1>ClCCl>[Br:8][CH2:39][CH:29]([F:28])[CH2:30][NH:31][C:32](=[O:38])[O:33][C:34]([CH3:37])([CH3:36])[CH3:35]. Reported procedure: To a suspension of NBS (20 g, 110 mmol, 3.0 equiv) in dichloromethane (250 mL) was added dropwise triphenylphosphine (28 g, 110 nmol, 3.0 equiv) in dichloromethane (100 mL). After addition was complete, the reaction mixture was stirred for 10 min and a solution of tert-butyl 2-fluoro-3-hydroxypropylcarbamate (1-8) (7.0 g, 36 mmol, 1 equiv) in dichloromethane (100 mL) followed by pyridine (3.5 g, 44 mmol, 1.2 equiv) were added. The resulting mixture was stirred at 23° C. under nitrogen for 16 h. ... Reactants: O[C@H]1C[C@@H]2CC[C@H]3[C@@H]4CC[C@H](C(C)=O)[C@]4(CC([C@@H]3[C@]2(C[C@@H]1N1CC(OCC1)(C)C)C)=O)C ((2β,3α,5α)-3-hydroxy-2-(2,2-dimethyl-4-morpholinyl)pregnane-11,20-dione), NCCO (2-aminoethanol), C1(=CC=CC=C1)C (toluene), 50-W, resin. The solvent is O (water). The product is O[C@H]1C[C@@H]2CC[C@H]3[C@@H]4CC[C@H](C(C)=NCCO)[C@]4(CC([C@@H]3[C@]2(C[C@@H]1N1CC(OCC1)(C)C)C)=O)C ((2β,3α,5α)-3-hydroxy-20-[(2-hydroxyethyl)imino]-2-(2,2-dimethyl-4-morpholinyl)pregnan-11-one). As a reaction SMILES: [OH:1][C@@H:2]1[C@@H:21]([N:22]2[CH2:27][CH2:26][O:25][C:24]([CH3:29])([CH3:28])[CH2:23]2)[CH2:20][C@@:19]2([CH3:30])[C@@H:4]([CH2:5][CH2:6][C@@H:7]3[C@@H:18]2[C:17](=[O:31])[CH2:16][C@@:15]2([CH3:32])[C@H:8]3[CH2:9][CH2:10][C@@H:11]2[C:12](=O)[CH3:13])[CH2:3]1.[NH2:33][CH2:34][CH2:35][OH:36].C1(C)C=CC=CC=1>O>[OH:1][C@@H:2]1[C@@H:21]([N:22]2[CH2:27][CH2:26][O:25][C:24]([CH3:29])([CH3:28])[CH2:23]2)[CH2:20][C@@:19]2([CH3:30])[C@@H:4]([CH2:5][CH2:6][C@@H:7]3[C@@H:18]2[C:17](=[O:31])[CH2:16][C@@:15]2([CH3:32])[C@H:8]3[CH2:9][CH2:10][C@@H:11]2[C:12](=[N:33][CH2:34][CH2:35][OH:36])[CH3:13])[CH2:3]1. Procedure: The (2β,3α,5α)-3-hydroxy-2-(2,2-dimethyl-4-morpholinyl)pregnane-11,20-dione (8.0 g), 2-aminoethanol (40 ml), toluene (200 ml) and Dowex 50-W resin (0.8 g) were added to a flask fitted with a water separator. The mixture was heated under reflux for 10 h, by which time approximately 15 ml of a distillate had collected in the water separator. The contents of the flask were filtered while still hot and the residue was rinsed with hot toluene. The filtrate was washed with water, dried over sodium sul... The reactants are ClC1=NN=C(C2=CC=C(C=C12)OC)CC1=C(C=NC=C1Cl)Cl (4-chloro-1-(3,5-dichloro-pyridin-4-ylmethyl)-6-methoxy-phthalazine), CN1CCNCC1 (1-methylpiperazine). Run in CN(C)C=O (DMF). Product: ClC=1C=NC=C(C1CC1=NN=C(C2=CC(=CC=C12)OC)N1CCN(CC1)C)Cl (1-(3,5-Dichloro-pyridin-4-ylmethyl)-6-methoxy-4-(4-methyl-piperazin-1-yl)-phthalazine). The yield is 33.9%. RXN SMILES: Cl[C:2]1[C:11]2[C:6](=[CH:7][CH:8]=[C:9]([O:12][CH3:13])[CH:10]=2)[C:5]([CH2:14][C:15]2[C:20]([Cl:21])=[CH:19][N:18]=[CH:17][C:16]=2[Cl:22])=[N:4][N:3]=1.[CH3:23][N:24]1[CH2:29][CH2:28][NH:27][CH2:26][CH2:25]1>CN(C=O)C>[Cl:22][C:16]1[CH:17]=[N:18][CH:19]=[C:20]([Cl:21])[C:15]=1[CH2:14][C:5]1[C:6]2[C:11](=[CH:10][C:9]([O:12][CH3:13])=[CH:8][CH:7]=2)[C:2]([N:27]2[CH2:28][CH2:29][N:24]([CH3:23])[CH2:25][CH2:26]2)=[N:3][N:4]=1. Procedure details: A solution of 4-chloro-1-(3,5-dichloro-pyridin-4-ylmethyl)-6-methoxy-phthalazine (1 g, 2.82 mmoles), prepared as described in example 45, in DMF (25 ml) was stirred under dry N2 at room temperature, and dropwise added with 1-methylpiperazine (0.848 g, 8.46 mmoles). The mixture was heated at 100° C. for 20 hours, then brought to small volume and partitioned between water and CH2Cl2. The organic phase was washed with water, anhydrified and concentrated to give a residue which was flash chromatogra... Starting materials: C(C)(C)(C)OC(NC1=C(C=C(C(=C1)OCC(F)(F)F)C(F)(F)F)NC(CC(=O)C1=CC(=NC=C1)C#N)=O)=O ([2-[3-(2-cyano-pyridin-4-yl)-3-oxo-propionylamino]-5-(2,2,2-trifluoro-ethoxy)-4-trifluoromethyl-phenyl]-carbamic acid tert.-butyl ester), C(=O)(C(F)(F)F)O (TFA). Run in C(Cl)Cl (CH2Cl2). Yields the product O=C1NC2=C(N=C(C1)C1=CC(=NC=C1)C#N)C=C(C(=C2)C(F)(F)F)OCC(F)(F)F (4-[4-Oxo-8-(2,2,2-trifluoro-ethoxy)-7-trifluoromethyl-4,5-dihydro-3H-benzo[b][1,4]diazepin-2-yl]-pyridine-2-carbonitrile), solid. RXN SMILES: C(OC(=O)[NH:7][C:8]1[CH:13]=[C:12](OCC(F)(F)F)[C:11]([C:20]([F:23])([F:22])[F:21])=[CH:10][C:9]=1[NH:24][C:25](=[O:37])[CH2:26][C:27]([C:29]1[CH:34]=[CH:33][N:32]=[C:31]([C:35]#[N:36])[CH:30]=1)=O)(C)(C)C.[C:39](O)([C:41]([F:44])([F:43])[F:42])=[O:40]>C(Cl)Cl>[O:37]=[C:25]1[CH2:26][C:27]([C:29]2[CH:34]=[CH:33][N:32]=[C:31]([C:35]#[N:36])[CH:30]=2)=[N:7][C:8]2[CH:13]=[C:12]([O:40][CH2:39][C:41]([F:44])([F:43])[F:42])[C:11]([C:20]([F:23])([F:22])[F:21])=[CH:10][C:9]=2[NH:24]1. Reported procedure: The title compound was prepared from [2-[3-(2-cyano-pyridin-4-yl)-3-oxo-propionylamino]-5-(2,2,2-trifluoro-ethoxy)-4-trifluoromethyl-phenyl]-carbamic acid tert.-butyl ester (Example M75) by treatment with TFA in CH2Cl2 according to the general procedure N. Obtained as a light yellow solid (100 mg). Reactants: COc1cc(Br)ccc1F, NCCc1ccc(C(F)(F)F)cn1. Reaction SMILES: [Br:1][c:2]1[cH:3][cH:4][c:5]([F:10])[c:6]([O:8][CH3:9])[cH:7]1.[F:11][C:12]([c:13]1[cH:14][cH:15][c:16]([CH2:19][CH2:20][NH2:21])[n:17][cH:18]1)([F:22])[F:23]>>[c:2]1([NH:21][CH2:20][CH2:19][c:16]2[cH:15][cH:14][c:13]([C:12]([F:11])([F:22])[F:23])[cH:18][n:17]2)[cH:3][cH:4][c:5]([F:10])[c:6]([O:8][CH3:9])[cH:7]1. Product: COc1cc(NCCc2ccc(C(F)(F)F)cn2)ccc1F. Starting materials: CO, CC(=O)c1ccc2nnc(C(F)(F)c3ccc4ncccc4c3)n2n1, NN1CCNC1=O. Product: CC(=NN1CCNC1=O)c1ccc2nnc(C(F)(F)c3ccc4ncccc4c3)n2n1. RXN SMILES: [CH3:33][OH:34].[F:1][C:2]([c:3]1[n:4][n:5][c:6]2[n:7]1[n:8][c:9]([C:12]([CH3:13])=[O:14])[cH:10][cH:11]2)([c:15]1[cH:16][c:17]2[cH:18][cH:19][cH:20][n:21][c:22]2[cH:23][cH:24]1)[F:25].[NH2:26][N:27]1[C:28](=[O:32])[NH:29][CH2:30][CH2:31]1>>[F:1][C:2]([c:3]1[n:4][n:5][c:6]2[n:7]1[n:8][c:9]([C:12]([CH3:13])=[N:26][N:27]1[C:28](=[O:32])[NH:29][CH2:30][CH2:31]1)[cH:10][cH:11]2)([c:15]1[cH:16][c:17]2[cH:18][cH:19][cH:20][n:21][c:22]2[cH:23][cH:24]1)[F:25].